Dataset: the Open Reaction Database (ORD), a public repository of structured organic reaction records. Task: describe an organic reaction: reactants, conditions, products, and yield The reactants are CC(=O)Nc1ccc(OC2CCCN(C)C2)cc1[N+](=O)[O-], CO, [Na+], [OH-]. Product: CN1CCCC(Oc2ccc(N)c([N+](=O)[O-])c2)C1. As a reaction SMILES: [CH3:1][N:2]1[CH2:3][CH:4]([O:8][c:9]2[cH:10][c:11]([N+:19](=[O:20])[O-:21])[c:12]([NH:15][C:16](=[O:17])[CH3:18])[cH:13][cH:14]2)[CH2:5][CH2:6][CH2:7]1.[CH3:24][OH:25].[Na+:23].[OH-:22]>>[CH3:1][N:2]1[CH2:3][CH:4]([O:8][c:9]2[cH:10][c:11]([N+:19](=[O:20])[O-:21])[c:12]([NH2:15])[cH:13][cH:14]2)[CH2:5][CH2:6][CH2:7]1. The product is NC1=CC(=CC=2N1N=C(N2)C=2SC=CN2)C(=O)C2=CC=C(C=C2)F ((5-Amino-2-thiazol-2-yl-[1,2,4]triazolo[1,5-a]pyridin-7-yl)-(4-fluoro-phenyl)-methanone). Procedure details: The title compound, MS m/e (%): 340 (M+H+, 100), was prepared in accordance with the general method of example 373 from (2,6-diamino-pyridin-4-yl)-(4-fluoro-phenyl)-methanone, o-mesitylene-sulfonylhydroxylamine, and thiazole-2-carbaldehyde. The purification was performed with reversed phase HPLC eluting with an acetonitrile/water gradient. Reaction SMILES: [NH2:1][C:2]1[CH:7]=[C:6]([C:8]([C:10]2[CH:15]=[CH:14][C:13]([F:16])=[CH:12][CH:11]=2)=[O:9])[CH:5]=[C:4]([NH2:17])[N:3]=1.C1(C)C=C(C)C=C(C)C=1S([NH:29]O)(=O)=O.[S:32]1[CH:36]=[CH:35][N:34]=[C:33]1[CH:37]=O>>[NH2:17][C:4]1[N:3]2[N:29]=[C:37]([C:33]3[S:32][CH:36]=[CH:35][N:34]=3)[N:1]=[C:2]2[CH:7]=[C:6]([C:8]([C:10]2[CH:15]=[CH:14][C:13]([F:16])=[CH:12][CH:11]=2)=[O:9])[CH:5]=1. Reactants: NC1=NC(=CC(=C1)C(=O)C1=CC=C(C=C1)F)N ((2,6-diamino-pyridin-4-yl)-(4-fluoro-phenyl)-methanone), C1(=C(C(=CC(=C1)C)C)S(=O)(=O)NO)C (o-mesitylene-sulfonylhydroxylamine), S1C(=NC=C1)C=O (thiazole-2-carbaldehyde). Starting materials: [Li]CCCC (n-BuLi), BrC1=CC(=C(C=C1)F)I (4-bromo-1-fluoro-2-iodobenzene), FCC(=O)OCC (Ethyl monofluoroacetate). Solvent: C1CCOC1 (THF). Conditions: temperature -78 celsius, time 1 hour. The product is BrC=1C=CC(=C(C1)C(CF)=O)F (1-(5-bromo-2-fluorophenyl)-2-fluoroethanone). Isolated yield 63.0%. Reaction SMILES: [Br:1][C:2]1[CH:7]=[CH:6][C:5]([F:8])=[C:4](I)[CH:3]=1.[Li]CCCC.[F:15][CH2:16][C:17](OCC)=[O:18]>C1COCC1>[Br:1][C:2]1[CH:7]=[CH:6][C:5]([F:8])=[C:4]([C:17](=[O:18])[CH2:16][F:15])[CH:3]=1. Reported procedure: A solution of 4-bromo-1-fluoro-2-iodobenzene (5.0 g, 116 mmol, (1), Aldrich) in THF (60 ml) under nitrogen atmosphere was cooled to −78° C. A solution of n-BuLi (2.5M in hexanes; 7.31 ml, 18.28 mmol, Aldrich) was added drop wise and the reaction was stirred at −78° C. for one hour. Ethyl monofluoroacetate (2.1 g, 19.94 mmol, Aldrich) was added drop wise and the reaction was stirred at −78° C. for one hour. The reaction was quenched with aqueous saturated ammonium chloride solution and allowed to... Reactants: three, CC(C(=O)O[C@@H](C(C)C)OC(=O)ON1C([C@H]([C@@H](C1=O)OC(C1=CC=CC=C1)=O)OC(C1=CC=CC=C1)=O)=O)C ((1R)-1-[((3S,4S)-2,5-Dioxo-3,4-dibenzoyloxypyrrolidinyl)-oxycarbonyloxy]-2-methylpropyl 2-methylpropanoate), NCCCP(O)(=O)C (3-aminopropylmethylphosphinic acid), C1CCOC1 (THF). Run in O (water). Run at temperature 19 celsius, time 4 hour. Product: C(C(C)C)(=O)O[C@@H](C(C)C)OC(=O)NCCCP(O)(=O)C (3-{[(1R)-Isobutanoyloxyisobutoxy]carbonylamino}propyl Methylphosphinic Acid). Reaction SMILES: [CH3:1][CH:2]([CH3:39])[C:3]([O:5][C@H:6]([O:10][C:11]([O:13]N1C(=O)[C@@H](OC(=O)C2C=CC=CC=2)[C@H](OC(=O)C2C=CC=CC=2)C1=O)=O)[CH:7]([CH3:9])[CH3:8])=[O:4].[NH2:40][CH2:41][CH2:42][CH2:43][P:44]([CH3:47])(=[O:46])[OH:45].C1COCC1>O>[C:3]([O:5][C@H:6]([O:10][C:11]([NH:40][CH2:41][CH2:42][CH2:43][P:44]([CH3:47])(=[O:45])[OH:46])=[O:13])[CH:7]([CH3:8])[CH3:9])(=[O:4])[CH:2]([CH3:1])[CH3:39]. Procedure: To a 3 L three necked round bottom flask fitted with a mechanical stirrer, temperature probe, and nitrogen inlet is added (25) (100 mmol), 3-aminopropylmethylphosphinic acid (100 mmol), THF (1 L), and water (100 mL). The suspension is stirred under a nitrogen atmosphere at 18-20° C. for 4 h during which time the reaction mixture becomes homogeneous. The THF is removed in vacuo and the reaction mixture is diluted with methyl tert-butyl ether (250 mL) and washed with 1N HCl (1×500 mL) and water (2... Reactants: COC(C1=C(C=CC=C1CC(=O)OC)CCSC(C)=O)=O (2-(2-acetylsulfanyl-ethyl)-6-methoxycarbonylmethyl-benzoic acid methyl ester), [OH-].[K+] (KOH). Solvent: CCO (EtOH). Product: C(=O)(O)CC1=C(C(=O)O)C(=CC=C1)CCS (2-Carboxymethyl-6-(2-mercapto-ethyl)-benzoic acid). Yield: 72.9%. As a reaction SMILES: C[O:2][C:3](=[O:21])[C:4]1[C:9]([CH2:10][C:11]([O:13]C)=[O:12])=[CH:8][CH:7]=[CH:6][C:5]=1[CH2:15][CH2:16][S:17]C(=O)C.[OH-].[K+]>CCO>[C:11]([CH2:10][C:9]1[CH:8]=[CH:7][CH:6]=[C:5]([CH2:15][CH2:16][SH:17])[C:4]=1[C:3]([OH:21])=[O:2])([OH:13])=[O:12] |f:1.2|. Procedure details: A deoxygenated mixture of 2-(2-acetylsulfanyl-ethyl)-6-methoxycarbonylmethyl-benzoic acid methyl ester (0.555 g, 1.77 mmol) and 6 N KOH (3 mL) in EtOH (7 mL) was heated at reflux for 18 h. After allowing to cool to rt, the mixture was partitioned between 1 N HCl (75 mL) and EtOAc (100 mL). The organic layer was washed with H2O (100 mL), brine (100 mL), dried over MgSO4 and concentrated in vacuo. The crude product was dissolved in ether (100 mL), filtered to remove some unidentified solid materia... Reactants: FC=1C=C(C(=O)NC(C)C2=CN=C(N=N2)NC2=CC=C(C=C2)OC)C=CC1 (3-fluoro-N-[1-(3-{[4-(methyloxy)phenyl]amino}-1,2,4-triazin-6-yl)ethyl]benzamide), FC=1C=C(C(=O)NC(C)C2=CN=C(N=N2)NC2=CC=C(C=C2)OC)C=CC1 (3-fluoro-N-[1-(3-{[4-(methyloxy)phenyl]amino}-1,2,4-triazin-6-yl)ethyl]benzamide), P(=O)(Cl)(Cl)Cl (phosphorus oxychloride). The solvent is ClCCCl (1,2-dichloroethane). Product: FC=1C=C(C=CC1)C1=NC(=C2C=NC(=NN21)NC2=CC=C(C=C2)OC)C (7-(3-fluorophenyl)-5-methyl-N-[4-(methyloxy)phenyl]imidazo[5,1-f][1,2,4]triazin-2-amine). Isolated yield 20.4%. As a reaction SMILES: [F:1][C:2]1[CH:3]=[C:4]([CH:25]=[CH:26][CH:27]=1)[C:5]([NH:7][CH:8]([C:10]1[N:15]=[N:14][C:13]([NH:16][C:17]2[CH:22]=[CH:21][C:20]([O:23][CH3:24])=[CH:19][CH:18]=2)=[N:12][CH:11]=1)[CH3:9])=O.P(Cl)(Cl)(Cl)=O>ClCCCl>[F:1][C:2]1[CH:3]=[C:4]([C:5]2[N:15]3[C:10]([CH:11]=[N:12][C:13]([NH:16][C:17]4[CH:22]=[CH:21][C:20]([O:23][CH3:24])=[CH:19][CH:18]=4)=[N:14]3)=[C:8]([CH3:9])[N:7]=2)[CH:25]=[CH:26][CH:27]=1. Procedure: Applying the Cyclization Procedure 1, using 3-fluoro-N-[1-(3-{[4-(methyloxy)phenyl]amino}-1,2,4-triazin-6-yl)ethyl]benzamide (Intermediate 67) (130 mg, 0.35 mmol), 1,2-dichloroethane (5 mL) and phosphorus oxychloride (0.25 mL, 2.68 mmol), to afford 7-(3-fluorophenyl)-5-methyl-N-[4-(methyloxy)phenyl]imidazo[5,1-f][1,2,4]triazin-2-amine (25 mg) as a yellow solid. MS m/z 350 (M+1). Starting materials: IC=1C=C2CCC(NC2=CC1CCC(=O)OCC)=O (ethyl 3-(6-iodo-2-oxo-1,2,3,4-tetrahydroquinolin-7-yl)propanoate), [OH-].[Na+] (sodium hydroxide), O (water), Cl (hydrochloric acid). Solvent: C(C)O (ethanol). Run at time 2 hour. Product: IC=1C=C2CCC(NC2=CC1CCC(=O)O)=O (3-(6-iodo-2-oxo-1,2,3,4-tetrahydroquinolin-7-yl)propanoic acid). Isolated yield 59.2%. As a reaction SMILES: [I:1][C:2]1[CH:3]=[C:4]2[C:9](=[CH:10][C:11]=1[CH2:12][CH2:13][C:14]([O:16]CC)=[O:15])[NH:8][C:7](=[O:19])[CH2:6][CH2:5]2.[OH-].[Na+].Cl.O>C(O)C>[I:1][C:2]1[CH:3]=[C:4]2[C:9](=[CH:10][C:11]=1[CH2:12][CH2:13][C:14]([OH:16])=[O:15])[NH:8][C:7](=[O:19])[CH2:6][CH2:5]2 |f:1.2|. Procedure details: To a solution of 16.23 g of ethyl 3-(6-iodo-2-oxo-1,2,3,4-tetrahydroquinolin-7-yl)propanoate in 200 ml of ethanol was added 150 ml of a 1 M aqueous sodium hydroxide solution, followed by stirring at room temperature for 2 hours. The reaction mixture was made weakly acidic by the addition dropwise of concentrated hydrochloric acid and diluted by the addition of water. The precipitated solid was collected by filtration and dried to obtain 8.88 g of 3-(6-iodo-2-oxo-1,2,3,4-tetrahydroquinolin-7-yl)p... Starting materials: [OH-].[Na+] (NaOH), COC=1C=C(C(=O)OCC)C=CC1OCCNCC(C(CC1=CC(=C(C=C1)NC(=O)NC1=C(C=CC=C1)C)OC)=O)NC1CC1 (ethyl 3-methoxy-4-[[2-[3-methoxy-4-[N′-(2-methylphenyl)ureido]phenylacetyl]-N-[2-cyclopropylamino]ethylamino]ethoxy]benzoate), Cl (HCl). Solvent: C1CCOC1.CO (THF MeOH). Run at time 15 hour. Yields the product COC=1C=C(C(=O)O)C=CC1OCCNCC(C(CC1=CC(=C(C=C1)NC(=O)NC1=C(C=CC=C1)C)OC)=O)NC1CC1 (3-methoxy-4-[[2-[3-methoxy-4-[N′-(2-methyl phenyl)ureido]phenylacetyl]-[2-cyclopropylamino]ethylamino]ethoxy]benzoic acid). The yield is 32.2%. Reaction SMILES: [CH3:1][O:2][C:3]1[CH:4]=[C:5]([CH:11]=[CH:12][C:13]=1[O:14][CH2:15][CH2:16][NH:17][CH2:18][CH:19]([NH:42][CH:43]1[CH2:45][CH2:44]1)[C:20](=[O:41])[CH2:21][C:22]1[CH:27]=[CH:26][C:25]([NH:28][C:29]([NH:31][C:32]2[CH:37]=[CH:36][CH:35]=[CH:34][C:33]=2[CH3:38])=[O:30])=[C:24]([O:39][CH3:40])[CH:23]=1)[C:6]([O:8]CC)=[O:7].[OH-].[Na+].Cl>C1COCC1.CO>[CH3:1][O:2][C:3]1[CH:4]=[C:5]([CH:11]=[CH:12][C:13]=1[O:14][CH2:15][CH2:16][NH:17][CH2:18][CH:19]([NH:42][CH:43]1[CH2:44][CH2:45]1)[C:20](=[O:41])[CH2:21][C:22]1[CH:27]=[CH:26][C:25]([NH:28][C:29]([NH:31][C:32]2[CH:37]=[CH:36][CH:35]=[CH:34][C:33]=2[CH3:38])=[O:30])=[C:24]([O:39][CH3:40])[CH:23]=1)[C:6]([OH:8])=[O:7] |f:1.2,4.5|. Procedure details: A mixture of ethyl 3-methoxy-4-[[2-[3-methoxy-4-[N′-(2-methylphenyl)ureido]phenylacetyl]-N-[2-cyclopropylamino]ethylamino]ethoxy]benzoate (195 mg, 0.30 mmol)) in THF:MeOH(4:1, v/v) (5 mL) and 1N NaOH (0.756 mL) was stirred at 50 C. for 15 hr. The pH of the mixture was adjusted to 7.4 by the addition of 1N HCl, and extracted with CHCl3:MeOH(9:1, v/v). The extract was washed with brine, dried over MgSO4, and evaporated in vacuo. The residue was crystallized with Et2O to give 57 mg (38%) 3-methoxy-... The reactants are ClCC(C(=O)N(O)CC1=C(C=CC=C1)Cl)(C)C (3-chloro-N-(2-chlorophenyl)methyl-N-hydroxy-2,2-dimethylpropanamide), ClCC(=O)Cl (chloroacetyl chloride), N1=CC=CC=C1 (pyridine). Run in C1(=CC=CC=C1)C (toluene). Product: ClCC(=O)ON(C(C(CCl)(C)C)=O)CC1=C(C=CC=C1)Cl (N-(chloroacetoxy)-3-chloro-N-(2-chlorophenyl)methyl-2,2-dimethylpropanamide). RXN SMILES: [Cl:1][CH2:2][C:3]([CH3:17])([CH3:16])[C:4]([N:6]([CH2:8][C:9]1[CH:14]=[CH:13][CH:12]=[CH:11][C:10]=1[Cl:15])[OH:7])=[O:5].[Cl:18][CH2:19][C:20](Cl)=[O:21].N1C=CC=CC=1>C1(C)C=CC=CC=1>[Cl:18][CH2:19][C:20]([O:7][N:6]([CH2:8][C:9]1[CH:14]=[CH:13][CH:12]=[CH:11][C:10]=1[Cl:15])[C:4](=[O:5])[C:3]([CH3:17])([CH3:16])[CH2:2][Cl:1])=[O:21]. Procedure details: This compound was prepared in the manner of Example 13, using 4.0 g (0.014 mole) of 3-chloro-N-(2-chlorophenyl)methyl-N-hydroxy-2,2-dimethylpropanamide (prepared in Example 1), 1.6 g (0.014 mole) of chloroacetyl chloride, and 1.2 g (0.015 mole) of pyridine, in 50 ml toluene. The product was a liquid, of which nmr and ir spectra were consistent with the assigned structure. The reactants are C(O)([O-])=O.[Na+] (sodium hydrogen carbonate), O=C1C(N(C=2C=CC3=C(C2N1)CCCC3)C=3C=C(C=CC3)NS(=O)(=O)C3=C(C=CC=C3)[N+](=O)[O-])=O (N-[3-(2,3-dioxo-2,3,7,8,9,10-hexahydrobenzo[f]quinoxalin-4(1H)-yl)phenyl]-2-nitrobenzenesulfonamide), CI (methyl iodide), C([O-])([O-])=O.[K+].[K+] (potassium carbonate). Solvent: CN(C)C=O (DMF), C(Cl)(Cl)Cl (chloroform). Reaction conditions: time 18 hour. Yields the product CN(S(=O)(=O)C1=C(C=CC=C1)[N+](=O)[O-])C1=CC(=CC=C1)N1C(C(N(C=2C3=C(C=CC12)CCCC3)C)=O)=O (N-methyl-N-[3-(1-methyl-2,3-dioxo-2,3,7,8,9,10-hexahydrobenzo[f]quinoxalin-4(1H)-yl)phenyl]-2-nitrobenzenesulfonamide). The yield is 66.0%. RXN SMILES: O=[C:2]1[NH:11][C:10]2[C:9]3[CH2:12][CH2:13][CH2:14][CH2:15][C:8]=3[CH:7]=[CH:6][C:5]=2[N:4]([C:16]2[CH:17]=[C:18]([NH:22][S:23]([C:26]3[CH:31]=[CH:30][CH:29]=[CH:28][C:27]=3[N+:32]([O-:34])=[O:33])(=[O:25])=[O:24])[CH:19]=[CH:20][CH:21]=2)C1=O.[CH3:36]I.[C:38](=[O:41])([O-])[O-].[K+].[K+].[C:44](=[O:47])([O-])O.[Na+]>C(Cl)(Cl)Cl.CN(C=O)C>[CH3:36][N:22]([C:18]1[CH:19]=[CH:20][CH:21]=[C:16]([N:4]2[C:5]3[CH:6]=[CH:7][C:8]4[CH2:15][CH2:14][CH2:13][CH2:12][C:9]=4[C:10]=3[N:11]([CH3:2])[C:44](=[O:47])[C:38]2=[O:41])[CH:17]=1)[S:23]([C:26]1[CH:31]=[CH:30][CH:29]=[CH:28][C:27]=1[N+:32]([O-:34])=[O:33])(=[O:24])=[O:25] |f:2.3.4,5.6|. Procedure details: A mixture of N-[3-(2,3-dioxo-2,3,7,8,9,10-hexahydrobenzo[f]quinoxalin-4(1H)-yl)phenyl]-2-nitrobenzenesulfonamide (100 mg, 0.203 mmol), methyl iodide (35 mg, 0.244 mmol), potassium carbonate (30.9 mg, 0.223 mmol), and dry DMF (2 mL) was stirred at room temperature for 18 hours. To the reaction solution were added ice-cold water and a saturated aqueous sodium hydrogen carbonate solution. The precipitated crystal was collected by filtration, washed with water, and dried. The obtained crude compound...